From a dataset of the Open Reaction Database (ORD), a public repository of structured organic reaction records. describe an organic reaction: reactants, conditions, products, and yield Reactants: NC1=NC=CC=C1[N+](=O)[O-] (2-amino-3-nitropyridine), [N+](=O)(O)[O-] (HNO3), ice. Solvent: OS(=O)(=O)O (H2SO4). The product is NC1=NC=C(C=C1[N+](=O)[O-])[N+](=O)[O-] (2-amino-3,5-dinitropyridine). Reaction SMILES: [NH2:1][C:2]1[C:7]([N+:8]([O-:10])=[O:9])=[CH:6][CH:5]=[CH:4][N:3]=1.[N+:11]([O-])([OH:13])=[O:12]>OS(O)(=O)=O>[NH2:1][C:2]1[C:7]([N+:8]([O-:10])=[O:9])=[CH:6][C:5]([N+:11]([O-:13])=[O:12])=[CH:4][N:3]=1. Procedure: To a stirred solution of 2-amino-3-nitropyridine in conc. H2SO4 (50 mL) at 0° C. was added HNO3 (3.10 mL, d=1.49) dropwise over 10 min. The mixture was warmed to r.t. for 20 min then heated to 50° C. for 90 min. The reaction mixture was cooled and poured into 400 g of ice. The resulting precipitate was filtered and air dried to give 10.3 g of 2-amino-3,5-dinitropyridine as a yellow solid. Starting materials: C=1(C(O)=CC=C(CC=C)C1)OC (eugenol), C(C)(=O)OC(C)=O (acetic anhydride), C(C)(=O)OC=1C(=CC(=CC1)CC=C)OC (eugenol acetate), C[SiH](Cl)C (Dimethylchlorosilane). Reagents/catalysts: Karstedt's catalyst. Conditions: time 1.5 hour. Product: C(C)(=O)OC1=C(C=C(C=C1)CCC[Si](Cl)(C)C)OC (3-(4-acetoxy-3-methoxyphenyl)prop-1-yl dimethylchlorosilane). The yield is 87.7%. Reaction SMILES: [C:1]([O:4][C:5]1[C:6]([O:14][CH3:15])=[CH:7][C:8]([CH2:11][CH:12]=[CH2:13])=[CH:9][CH:10]=1)(=[O:3])[CH3:2].C1(OC)C(=CC=C(C=1)CC=C)O.C(OC(=O)C)(=O)C.[CH3:35][SiH:36]([CH3:38])[Cl:37]>>[C:1]([O:4][C:5]1[CH:10]=[CH:9][C:8]([CH2:11][CH2:12][CH2:13][Si:36]([CH3:38])([CH3:35])[Cl:37])=[CH:7][C:6]=1[O:14][CH3:15])(=[O:3])[CH3:2]. Reported procedure: A 100 mL round bottomed flask was charged with eugenol acetate (16.5 g, 80 mmol), which had been prepared from the reaction of eugenol with acetic anhydride, and 25 microliters of Karstedt's catalyst. Dimethylchlorosilane (7.56 g, 80 mmol) was added slowly over 20 minutes. After 1.5 hr the reaction was complete (as judged by 1H-NMR) and 3-(4-acetoxy-3-methoxyphenyl)prop-1-yl dimethylchlorosilane (21.1 g, 88% yield) was isolated by vacuum distillation (boiling point (bp)=150° C./0.5 mmHg). A 100 ... Starting materials: C(#CC)C=1C(=NC=CC1)[C@H](C1=CC=C(C=C1)C(F)(F)F)NC(OC(C)(C)C)=O ((S)-tert-butyl ((3-(prop-1-yn-1-yl)pyridin-2-yl)(4-(trifluoromethyl)phenyl)methyl)carbamate), Cl (hydrogen chloride). Run in C(Cl)Cl (DCM). Conditions: temperature 23 celsius, time 2 minute. Yields the product Cl.C(#CC)C=1C(=NC=CC1)[C@@H](N)C1=CC=C(C=C1)C(F)(F)F ((S)-(3-(prop-1-yn-1-yl)pyridin-2-yl)(4-(trifluoromethyl)phenyl)-methanamine hydrochloride). Reaction SMILES: [C:1]([C:4]1[C:5]([C@@H:10]([NH:21]C(=O)OC(C)(C)C)[C:11]2[CH:16]=[CH:15][C:14]([C:17]([F:20])([F:19])[F:18])=[CH:13][CH:12]=2)=[N:6][CH:7]=[CH:8][CH:9]=1)#[C:2][CH3:3].[ClH:29]>C(Cl)Cl>[ClH:29].[C:1]([C:4]1[C:5]([C@H:10]([C:11]2[CH:16]=[CH:15][C:14]([C:17]([F:20])([F:18])[F:19])=[CH:13][CH:12]=2)[NH2:21])=[N:6][CH:7]=[CH:8][CH:9]=1)#[C:2][CH3:3] |f:3.4|. Procedure details: To a 500 mL round bottom flask containing (S)-tert-butyl ((3-(prop-1-yn-1-yl)pyridin-2-yl)(4-(trifluoromethyl)phenyl)methyl)carbamate (400 mg, 1.025 mmol) was added DCM (8 mL) and the mixture was stirred at 23° C. for 2 min. At this time, hydrogen chloride (4N in 1,4-dioxane) (37.4 mg, 1.025 mmol) (4 mL) was added via syringe. The reaction was stirred for 3 h then the volatiles were removed via rotoryevaporator. The solid was placed on high vacuum overnight to give (S)-(3-(prop-1-yn-1-yl)pyridin... Reactants: Cl.Cl.N1C[C@@H](CCC1)NC=1N=CC(=NC1)/C=C/C(=O)OCC (ethyl (2E)-3-{5-[(3R)-3-piperidinylamino]-2-pyrazinyl}acrylate dihydrochloride), C(C)(C)N(CC)C(C)C (diisopropylethylamine), ClC1=CC=NC=N1 (6-chloropyrimidine). Solvent: CN(C)C=O (DMF). Run at time 18 hour. Product: N1=C(N=CC=C1)N1C[C@@H](CCC1)NC=1N=CC(=NC1)/C=C/C(=O)OCC (ethyl (2E)-3-(5-{[(3R)-1-(2-pyrimidinyl)-3-piperidinyl]amino}-2-pyrazinyl)acrylate). Isolated yield 46.3%. As a reaction SMILES: Cl.Cl.[NH:3]1[CH2:8][CH2:7][CH2:6][C@@H:5]([NH:9][C:10]2[N:11]=[CH:12][C:13](/[CH:16]=[CH:17]/[C:18]([O:20][CH2:21][CH3:22])=[O:19])=[N:14][CH:15]=2)[CH2:4]1.C(N(C(C)C)CC)(C)C.Cl[C:33]1[N:38]=[CH:37][N:36]=[CH:35][CH:34]=1>CN(C=O)C>[N:36]1[CH:35]=[CH:34][CH:33]=[N:38][C:37]=1[N:3]1[CH2:8][CH2:7][CH2:6][C@@H:5]([NH:9][C:10]2[N:11]=[CH:12][C:13](/[CH:16]=[CH:17]/[C:18]([O:20][CH2:21][CH3:22])=[O:19])=[N:14][CH:15]=2)[CH2:4]1 |f:0.1.2|. Reported procedure: To a solution of ethyl (2E)-3-{5-[(3R)-3-piperidinylamino]-2-pyrazinyl}acrylate dihydrochloride (300 mg, 0.86 mmol) in DMF (6 mL) were added diisopropylethylamine (366 mg, 2.84 mmol) and 6-chloropyrimidine (128 mg, 1.11 mmol) at ambient temperature and the mixture was stirred at ambient temperature for 18 hrs. The reaction mixture was evaporated in vacuo and the residue was partitioned between water and EtOAc. The organic layer was separated, washed water and brine, dried over magnesium sulfate,... Reactants: [N+](=O)(O)[O-] (nitric acid), ClCCOC1=C(C=C(C=O)C=C1)OC (4-(2-chloroethoxy)-3-methoxybenzaldehyde), ice water. Solvent: ClCCCl (1,2-dichloroethane). Run at temperature -10 celsius. Product: ClCCOC1=CC(=C(C=O)C=C1OC)[N+](=O)[O-] (4-(2-chloroethoxy)-5-methoxy-2-nitrobenzaldehyde). Yield: 40.0%. Reaction SMILES: [N+:1]([O-:4])(O)=[O:2].[Cl:5][CH2:6][CH2:7][O:8][C:9]1[CH:16]=[CH:15][C:12]([CH:13]=[O:14])=[CH:11][C:10]=1[O:17][CH3:18]>ClCCCl>[Cl:5][CH2:6][CH2:7][O:8][C:9]1[C:10]([O:17][CH3:18])=[CH:11][C:12]([CH:13]=[O:14])=[C:15]([N+:1]([O-:4])=[O:2])[CH:16]=1. Procedure details: Fuming nitric acid (10 mL) is added dropwise to a −40° C. suspension of 5.00 g (23.36 mmol) of 4-(2-chloroethoxy)-3-methoxybenzaldehyde (Milbank, J. B. J., et. al., J. Med. Chem., 42(4), 649-658, 1999) in 23 mL of 1,2-dichloroethane. The reaction mixture is slowly allowed to warm to −10° C. The mixture is poured onto 300 mL of ice water and then extracted with ethyl acetate. The organic layer is dried over magnesium sulfate, filtered and concentrated in vacuo. Diethyl ether is added to the resid... The reactants are CO[Si](OC)(OC)CCCCl (trimethoxysilylpropyl chloride), N1=CC=CC=C1 (pyridine). The solvent is C(C)(=O)OCC (ethyl acetate), C(C)(=O)OCC (ethyl acetate). Product: [Cl-].CO[Si](OC)(OC)CCC[N+]1=CC=CC=C1 (trimethoxysilylpropylpyridinium chloride). Reaction SMILES: [N:1]1[CH:6]=[CH:5][CH:4]=[CH:3][CH:2]=1.[CH3:7][O:8][Si:9]([CH2:14][CH2:15][CH2:16][Cl:17])([O:12][CH3:13])[O:10][CH3:11]>C(OCC)(=O)C>[Cl-:17].[CH3:7][O:8][Si:9]([CH2:14][CH2:15][CH2:16][N+:1]1[CH:6]=[CH:5][CH:4]=[CH:3][CH:2]=1)([O:12][CH3:13])[O:10][CH3:11] |f:3.4|. Procedure: 3.0 g of pyridine and 18 g of ethyl acetate were charged into a 100 mL flask to be dissolved. While stirring the resultant mixed solution with a magnetic stirrer, to the mixed solution, a solution in which 11.3 g of trimethoxysilylpropyl chloride was dissolved in 24 g of ethyl acetate was gradually added at room temperature in a nitrogen atmosphere. The reaction mixture was refluxed over 3 days and therefrom, ethyl acetate was distilled off under reduced pressure. The resultant concentrate was d... Reactants: N[C@H](C(=O)NC1=C(N=C(S1)C1=CC(=NC=C1)C)C)CC1=CC=C(C=C1)F ((2S)-2-amino-3-(4-fluorophenyl)-N-(4-methyl-2-(2-methylpyridin-4-yl)thiazol-5-yl)propanamide), S1C=NC(=C1)C=O (thiazole-4-carbaldehyde), C(Cl)Cl (DCM), CN(C=O)C (N,N-dimethylformamide), ClCCCl (1,2-dichloroethane). Conditions: time 8 hour. The product is FC1=CC=C(C=C1)C[C@@H](C(=O)NC1=C(N=C(S1)C1=CC(=NC=C1)C)C)NCC=1N=CSC1 ((2S)-3-(4-Fluorophenyl)-N-(4-methyl-2-(2-methylpyridin-4-yl)thiazol-5-yl)-2-(thiazol-4-ylmethylamino)propanamide). The yield is 58.6%. As a reaction SMILES: [NH2:1][C@@H:2]([CH2:19][C:20]1[CH:25]=[CH:24][C:23]([F:26])=[CH:22][CH:21]=1)[C:3]([NH:5][C:6]1[S:10][C:9]([C:11]2[CH:16]=[CH:15][N:14]=[C:13]([CH3:17])[CH:12]=2)=[N:8][C:7]=1[CH3:18])=[O:4].[S:27]1[CH:31]=[C:30]([CH:32]=O)[N:29]=[CH:28]1.C(Cl)Cl.CN(C)C=O.ClCCCl>>[F:26][C:23]1[CH:22]=[CH:21][C:20]([CH2:19][C@H:2]([NH:1][CH2:32][C:30]2[N:29]=[CH:28][S:27][CH:31]=2)[C:3]([NH:5][C:6]2[S:10][C:9]([C:11]3[CH:16]=[CH:15][N:14]=[C:13]([CH3:17])[CH:12]=3)=[N:8][C:7]=2[CH3:18])=[O:4])=[CH:25][CH:24]=1. Procedure details: A mixture of (2S)-2-amino-3-(4-fluorophenyl)-N-(4-methyl-2-(2-methylpyridin-4-yl)thiazol-5-yl)propanamide (0.0500 g, 0.13 mmol), thiazole-4-carbaldehyde (0.015 g, 0.13 mmol), reactant 3 (0.10 g, 0.47 mmol), N,N-dimethylformamide (0.50 ml, 0.13 mmol) and 1,2-dichloroethane (1.50 ml, 0.13 mmol) was allowed to stir at rt overnight. The mixture was directly subjected to HPLC purification to give 35.6 mg of (2S)-3-(4-Fluorophenyl)-N-(4-methyl-2-(2-methylpyridin-4-yl)thiazol-5-yl)-2-(thiazol-4-ylmethy... Reactants: S(=O)(=O)(O)O.CNC(S)=N (methylisothiourea monosulfate), C(C)(=O)[O-].[Na+] (sodium acetate), C(C)(=O)C(=CC(=O)NCC=CC1=CC=CC=C1)C1=CC(=CC=C1)Cl (3-acetyl-3-(3-chlorophenyl)-N-(3-phenyl-2-propene-1-yl)acrylamide), CN(C)C=O (DMF). Run at temperature 120 celsius, time 8 hour. Product: C1(=CC=CC=C1)C=CCNC(=O)C=1C(N=C(NC1C)SC)C1=CC(=CC=C1)Cl (4-(3-chlorophenyl)-6-methyl-2-methylsulfanyl-1,4-dihydropyrimidine-5-carboxylic acid (3-phenyl-2-propene-1-yl)amide). Reaction SMILES: C([C:4]([C:18]1[CH:23]=[CH:22][CH:21]=[C:20]([Cl:24])[CH:19]=1)=[CH:5][C:6]([NH:8][CH2:9][CH:10]=[CH:11][C:12]1[CH:17]=[CH:16][CH:15]=[CH:14][CH:13]=1)=[O:7])(=O)C.S(O)(O)(=O)=O.C[NH:31][C:32](=[NH:34])[SH:33].[C:35]([O-])(=O)[CH3:36].[Na+].[CH3:40]N(C=O)C>>[C:12]1([CH:11]=[CH:10][CH2:9][NH:8][C:6]([C:5]2[CH:4]([C:18]3[CH:23]=[CH:22][CH:21]=[C:20]([Cl:24])[CH:19]=3)[N:34]=[C:32]([S:33][CH3:40])[NH:31][C:35]=2[CH3:36])=[O:7])[CH:13]=[CH:14][CH:15]=[CH:16][CH:17]=1 |f:1.2,3.4|. Reported procedure: 120 mg (0.353 mmol) of 3-acetyl-3-(3-chlorophenyl)-N-(3-phenyl-2-propene-1-yl)acrylamide was dissolved in 10 ml of DMF. 78.6 mg (0.283 mmol) of methylisothiourea monosulfate and 34.7 mg (0.424 mmol) of sodium acetate were added to the obtained solution at room temperature, and they were stirred at that temperature overnight. DMF was evaporated under reduced pressure. The residue was diluted with ethyl acetate and washed with saturated aqueous sodium chloride solution. The organic layer was dried... Product: C(C)(=O)N1CCC(=CC1)C1=CC2=NC=CC(=C2S1)OC1=C(C=C(C=C1)NC(=S)NC(CC1=CC=CC=C1)=O)F (N-(4-(2-(1-Acetyl-1,2,3,6-tetrahydropyridin-4-yl)thieno[3,2-b]pyridin-7-yloxy)-3-fluorophenylcarbamothioyl)-2-phenylacetamide). Procedure: Starting from compound 391 and following the procedure described for compound 31b (Scheme 5, step 4, example 28); title compound 385 was obtained in 70% yield. 1H NMR (400 MHz, DMSO-d6) δ (ppm): 12.45 (s, 1H), 11.83 (s, 1H), 8.49 (dd, J=5.5 Hz, J=0.8 Hz, 1H), 8.00 (d, J=11.9 Hz, 1H), 7.58-7.49 (m, 3H), 7.41-7.35 (m, 2H), 7.21-7.13 (m, 2H), 6.65 (dd, J=5.5, 1 Hz, 1H), 6.50 (m, 1H), 4.2 (m, 1H), 4.15 (m, 1H), 3.83 (s, 2H), 3.70-3.67 (m, 2H), 2.68 (m, 1H), 2.59 (m, 1H), 2.09 (s, 1.5H), 2.04 (s, 1.5... As a reaction SMILES: [NH2:1][C:2]1[CH:26]=[CH:25][C:5]([O:6][C:7]2[CH:12]=[CH:11][N:10]=[C:9]3[CH:13]=[C:14]([C:16]4[CH2:21][CH2:20][N:19]([C:22](=[O:24])[CH3:23])[CH2:18][CH:17]=4)[S:15][C:8]=23)=[C:4]([F:27])[CH:3]=1.C(N1C2C(OC3C=CC(N[C:47]([NH:49][C:50](=[O:58])[CH2:51][C:52]4[CH:57]=[CH:56][CH:55]=[CH:54][CH:53]=4)=[S:48])=CC=3F)=NC=NC=2C=C1)C>>[C:22]([N:19]1[CH2:20][CH:21]=[C:16]([C:14]2[S:15][C:8]3[C:9](=[N:10][CH:11]=[CH:12][C:7]=3[O:6][C:5]3[CH:25]=[CH:26][C:2]([NH:1][C:47]([NH:49][C:50](=[O:58])[CH2:51][C:52]4[CH:53]=[CH:54][CH:55]=[CH:56][CH:57]=4)=[S:48])=[CH:3][C:4]=3[F:27])[CH:13]=2)[CH2:17][CH2:18]1)(=[O:24])[CH3:23]. The yield is 70.0%. The reactants are NC1=CC(=C(OC2=C3C(=NC=C2)C=C(S3)C3=CCN(CC3)C(C)=O)C=C1)F (1-(4-(7-(4-Amino-2-fluorophenoxy)thieno[3,2-b]pyridin-2-yl)-5,6-dihydropyridin-1(2H)-yl)ethanone), C(C)N1C=CC=2N=CN=C(C21)OC2=C(C=C(C=C2)NC(=S)NC(CC2=CC=CC=C2)=O)F (1-(4-(5-Ethyl-5H-pyrrolo[3,2-d]pyrimidin-4-yloxy)-3-fluorophenyl)-3-(2-phenylacetyl)thiourea). Reactants: Cc1c(N=C2OCC3C(O[Si](C)(C)C(C)(C)C)CCN23)ccc(C#N)c1Cl, CCCC[N+](CCCC)(CCCC)CCCC, C1CCOC1, CCOC(C)=O, [Cl-], [F-], [NH4+]. Yields the product Cc1c(N=C2OCC3C(O)CCN23)ccc(C#N)c1Cl. As a reaction SMILES: [C:1]([Si:2]([CH3:3])([CH3:4])[O:6][CH:7]1[CH2:8][CH2:9][N:10]2[C:11](=[N:15][c:16]3[c:17]([CH3:25])[c:18]([Cl:24])[c:19]([C:20]#[N:21])[cH:22][cH:23]3)[O:12][CH2:13][CH:14]12)([CH3:5])([CH3:26])[CH3:27].[CH2:29]([N+:30]([CH2:31][CH2:32][CH2:33][CH3:34])([CH2:35][CH2:36][CH2:37][CH3:38])[CH2:39][CH2:40][CH2:41][CH3:42])[CH2:43][CH2:44][CH3:45].[CH2:54]1[O:55][CH2:56][CH2:57][CH2:58]1.[CH3:48][CH2:49][O:50][C:51]([CH3:52])=[O:53].[Cl-:46].[F-:28].[NH4+:47]>>[OH:6][CH:7]1[CH2:8][CH2:9][N:10]2[C:11](=[N:15][c:16]3[c:17]([CH3:25])[c:18]([Cl:24])[c:19]([C:20]#[N:21])[cH:22][cH:23]3)[O:12][CH2:13][CH:14]12.